This data is from the Open Reaction Database (ORD), a public repository of structured organic reaction records. The task is: describe an organic reaction: reactants, conditions, products, and yield Reactants: Cl (hydrochloric acid), OC1CCN(CC1)C1=C2CCC(NC2=CC=C1F)(C)C (5-(4-hydroxy-1-piperidyl)-6-fluoro-2-methyl-1,2,3,4-tetrahydroquinaldine), C(C)OC=C(C(=O)OCC)C(=O)OCC (diethyl ethoxymethylenemalonate), polyphosphoric acid, O=P12OP3(=O)OP(=O)(O1)OP(=O)(O2)O3 (phosphorus pentoxide), P(O)(O)(O)=O (phosphoric acid), [OH-].[Na+] (sodium hydroxide), ice water. Run at temperature 160 celsius. The product is OC1CCN(CC1)C1=C(C=C2C(C(=CN3C(CCC1=C23)C)C(=O)O)=O)F (8-(4-hydroxy-1-piperidyl)-9-fluoro-5-methyl-6,7-dihydro-1-oxo-1H,5H-benzo[ij]quinolizine-2-carboxylic acid). Yield: 5.1%. As a reaction SMILES: [OH:1][CH:2]1[CH2:7][CH2:6][N:5]([C:8]2[C:17]([F:18])=[CH:16][CH:15]=[C:14]3[C:9]=2[CH2:10][CH2:11][C:12]([CH3:20])(C)[NH:13]3)[CH2:4][CH2:3]1.C([O:23][CH:24]=[C:25]([C:31](OCC)=O)[C:26]([O:28]CC)=[O:27])C.O=P12OP3(OP(OP(O3)(O1)=O)(=O)O2)=O.P(=O)(O)(O)O.[OH-].[Na+].Cl>>[OH:1][CH:2]1[CH2:3][CH2:4][N:5]([C:8]2[C:9]3=[C:14]4[N:13]([CH:12]([CH3:20])[CH2:11][CH2:10]3)[CH:31]=[C:25]([C:26]([OH:28])=[O:27])[C:24](=[O:23])[C:15]4=[CH:16][C:17]=2[F:18])[CH2:6][CH2:7]1 |f:4.5|. Procedure: A mixture of 6.6 g of 5-(4-hydroxy-1-piperidyl)-6-fluoro-2-methyl-1,2,3,4-tetrahydroquinaldine and 6.0 g of diethyl ethoxymethylenemalonate was reacted by heating at 160° C. for 30 minutes. Then, 48 g of polyphosphoric acid prepared from 24 g of phosphorus pentoxide and 24 g of phosphoric acid was added thereto and the resulting mixture was reacted by heating at 150°-160° C. for 1 hour. After completion of the reaction the reaction mixture was poured into 150 g of ice water. Precipitations which... Reactants: C(C)C1C(CC(C(C(OC(C2CCCCN2C(C(C2(C(CC(C(C(CC(CC(=C1)C)C)OC)O2)OC)C)O)=O)=O)=O)C(=CC2CC(C(CC2)O)OC(C)C)C)C)O)=O (17-ethyl-1,14-dihydroxy-12-[2'-(4"-hydroxy-3"-isopropyloxycyclohexyl)-1'-methylvinyl]-23,25-dimethoxy-13,19,21,27-tetramethyl-11,28-dioxa-4-azatricyclo-[22.3.1.04,9 ]octacos-18-ene-2,3,10,16-tetraone), C1(=CC=C(C=C1)S(=O)(=O)O)C (p-toluenesulfonic acid). The solvent is C1=CC=CC=C1 (benzene). Yields the product C(C)C1C(C=CC(C(OC(C2CCCCN2C(C(C2(C(CC(C(C(CC(CC(=C1)C)C)OC)O2)OC)C)O)=O)=O)=O)C(=CC2CC(C(CC2)O)OC(C)C)C)C)=O (17-ethyl-1-hydroxy-12-[2'-(4"-hydroxy-3"-isopropyloxycyclohexyl)-1'-methylvinyl]-23,25-dimethoxy-13,19,21,27-tetramethyl-11,28-dioxa-4-azatricyclo-[22.3.1.04,9 ]octacos-14,18-diene-2,3,10,16-tetraone). The yield is 87.6%. As a reaction SMILES: [CH2:1]([CH:3]1[CH:29]=[C:28]([CH3:30])[CH2:27][CH:26]([CH3:31])[CH2:25][CH:24]([O:32][CH3:33])[CH:23]2[O:34][C:19]([OH:38])([CH:20]([CH3:37])[CH2:21][CH:22]2[O:35][CH3:36])[C:18](=[O:39])[C:17](=[O:40])[N:16]2[CH:11]([CH2:12][CH2:13][CH2:14][CH2:15]2)[C:10](=[O:41])[O:9][CH:8]([C:42]([CH3:55])=[CH:43][CH:44]2[CH2:49][CH2:48][CH:47]([OH:50])[CH:46]([O:51][CH:52]([CH3:54])[CH3:53])[CH2:45]2)[CH:7]([CH3:56])[CH:6](O)[CH2:5][C:4]1=[O:58])[CH3:2].C1(C)C=CC(S(O)(=O)=O)=CC=1>C1C=CC=CC=1>[CH2:1]([CH:3]1[CH:29]=[C:28]([CH3:30])[CH2:27][CH:26]([CH3:31])[CH2:25][CH:24]([O:32][CH3:33])[CH:23]2[O:34][C:19]([OH:38])([CH:20]([CH3:37])[CH2:21][CH:22]2[O:35][CH3:36])[C:18](=[O:39])[C:17](=[O:40])[N:16]2[CH:11]([CH2:12][CH2:13][CH2:14][CH2:15]2)[C:10](=[O:41])[O:9][CH:8]([C:42]([CH3:55])=[CH:43][CH:44]2[CH2:49][CH2:48][CH:47]([OH:50])[CH:46]([O:51][CH:52]([CH3:54])[CH3:53])[CH2:45]2)[CH:7]([CH3:56])[CH:6]=[CH:5][C:4]1=[O:58])[CH3:2]. Reported procedure: A solution of 17-ethyl-1,14-dihydroxy-12-[2'-(4"-hydroxy-3"-isopropyloxycyclohexyl)-1'-methylvinyl]-23,25-dimethoxy-13,19,21,27-tetramethyl-11,28-dioxa-4-azatricyclo-[22.3.1.04,9 ]octacos-18-ene-2,3,10,16-tetraone (210 mg) and a catalytic amount of p-toluenesulfonic acid in 40 ml of benzene was refluxed for 4 hours under a nitrogen atmosphere. The solvent was removed under reduced pressure and the dark residue was purified by chromatography (silica gel, 7% i-propanol/CH2Cl2) to give 17-ethyl-1-h... The reactants are ClC1=C(C(=CC=C1)F)C1=NN(C(N1)=O)C1=CC(=C(C=C1)[N+](=O)[O-])OC (3-(2-chloro-6-fluorophenyl)-1-(3-methoxy-4-nitrophenyl)-1H-1,2,4-triazol-5(4H)-one). The reagents and catalysts are Cl (HCl), [Fe] (iron). Run in CO (methanol). The product is NC1=C(C=C(C=C1)N1N=C(NC1=O)C1=C(C=CC=C1F)Cl)OC (1-(4-amino-3-methoxyphenyl)-3-(2-chloro-6-fluorophenyl)-1H-1,2,4-triazol-5(4H)-one). The yield is 76.3%. RXN SMILES: [Cl:1][C:2]1[CH:7]=[CH:6][CH:5]=[C:4]([F:8])[C:3]=1[C:9]1[NH:13][C:12](=[O:14])[N:11]([C:15]2[CH:20]=[CH:19][C:18]([N+:21]([O-])=O)=[C:17]([O:24][CH3:25])[CH:16]=2)[N:10]=1>Cl.[Fe].CO>[NH2:21][C:18]1[CH:19]=[CH:20][C:15]([N:11]2[C:12](=[O:14])[NH:13][C:9]([C:3]3[C:4]([F:8])=[CH:5][CH:6]=[CH:7][C:2]=3[Cl:1])=[N:10]2)=[CH:16][C:17]=1[O:24][CH3:25]. Procedure details: The title compound was prepared according to the procedure described in step-2 of Intermediate-28 by using 3-(2-chloro-6-fluorophenyl)-1-(3-methoxy-4-nitrophenyl)-1H-1,2,4-triazol-5(4H)-one (0.100 g), iron powder (catalytic), conc. HCl (5-6 drops) and methanol (5 mL) to afford 0.070 g of desired product. 1H NMR (300 MHz, DMSO d6): δ 3.77 (s, 3H), 4.81 (s, 2H), 6.66 (d, J=8.7 Hz, 1H), 7.17 (d, J=8.1 Hz, 1H), 7.26 (s, 1H), 7.50-7.57 (m, 2H), 7.68 (m, 1H), 12.39 (s, 1H). Reactants: ClC1=CC=C(C=C1)C1=C2CC(NC2=CC=C1)=O (4-(4-chloro-phenyl)-1,3-dihydro-indol-2-one), CC1=C(NC=C1C(=O)N1CCN(CC1)C)C=O (3-methyl-4-(4-methyl-piperazine-1-carbonyl)-1H-pyrrole-2-carbaldehyde). Run in C(C)O (ethanol). Reagents/catalysts: N1CCCCC1 (piperidine). The product is ClC1=CC=C(C=C1)C1=C2C(C(NC2=CC=C1)=O)=CC=1NC=C(C1C)C(=O)N1CCN(CC1)C (4-(4-chloro-phenyl)-3-[3-methyl-4-(4-methyl-piperazine-1-carbonyl)-1H-pyrrol-2-ylmethylene]-1,3-dihydro-indol-2-one). Yield: 40.8%. RXN SMILES: [Cl:1][C:2]1[CH:7]=[CH:6][C:5]([C:8]2[CH:16]=[CH:15][CH:14]=[C:13]3[C:9]=2[CH2:10][C:11](=[O:17])[NH:12]3)=[CH:4][CH:3]=1.[CH3:18][C:19]1[C:23]([C:24]([N:26]2[CH2:31][CH2:30][N:29]([CH3:32])[CH2:28][CH2:27]2)=[O:25])=[CH:22][NH:21][C:20]=1[CH:33]=O>C(O)C.N1CCCCC1>[Cl:1][C:2]1[CH:3]=[CH:4][C:5]([C:8]2[CH:16]=[CH:15][CH:14]=[C:13]3[C:9]=2[C:10](=[CH:33][C:20]2[NH:21][CH:22]=[C:23]([C:24]([N:26]4[CH2:27][CH2:28][N:29]([CH3:32])[CH2:30][CH2:31]4)=[O:25])[C:19]=2[CH3:18])[C:11](=[O:17])[NH:12]3)=[CH:6][CH:7]=1. Conditions: time 3 day. Reported procedure: To a solution of 4-(4-chloro-phenyl)-1,3-dihydro-indol-2-one (60.9 mg, 0.25 mmol) and 3-methyl-4-(4-methyl-piperazine-1-carbonyl)-1H-pyrrole-2-carbaldehyde (61.2 mg, 0.26 mmol) in ethanol (2 mL) was added piperidine (3 drops). The reaction mixture was stirred at room temperature for three days. A yellow solid product was precipitated out, filtered, washed by ethanol for three times, and dried under high vacuum to provide pure product 4-(4-chloro-phenyl)-3-[3-methyl-4-(4-methyl-piperazine-1-carbo...